From a dataset of the Open Reaction Database (ORD), a public repository of structured organic reaction records. describe an organic reaction: reactants, conditions, products, and yield The reactants are CCO, CC(=O)O, CCOC(=O)c1cn2c3c(c(F)c(F)c(NCc4ccccc4)c3c1=O)CCN2C. The product is CCOC(=O)c1cn2c3c(c(F)c(F)c(N)c3c1=O)CCN2C. Reaction SMILES: [CH3:31][CH2:32][OH:33].[CH3:34][C:35](=[O:36])[OH:37].[F:1][c:2]1[c:3]2[c:8]3[n:7]([cH:23][c:22]([C:24](=[O:25])[O:26][CH2:27][CH3:28])[c:21](=[O:29])[c:9]3[c:10]([NH:13][CH2:14][c:15]3[cH:16][cH:17][cH:18][cH:19][cH:20]3)[c:11]1[F:12])[N:6]([CH3:30])[CH2:5][CH2:4]2>>[F:1][c:2]1[c:3]2[c:8]3[n:7]([cH:23][c:22]([C:24](=[O:25])[O:26][CH2:27][CH3:28])[c:21](=[O:29])[c:9]3[c:10]([NH2:13])[c:11]1[F:12])[N:6]([CH3:30])[CH2:5][CH2:4]2.